The task is: describe an organic reaction: reactants, conditions, products, and yield. This data is from the Open Reaction Database (ORD), a public repository of structured organic reaction records. Reactants: C(C)(=O)O[C@H]1C(SC[C@H]([C@@H]1OC(C)=O)OC(C)=O)Br (2,3,4-tri-O-acetyl-5-thio-D-xylopyranosyl bromide), OC1=CC=C(C#N)C=C1 (4-hydroxybenzonitrile). Reagents/catalysts: [O-2].[Zn+2] (zinc oxide). Run in C1(=CC=CC=C1)C (toluene), C(C)#N (acetonitrile). Reaction conditions: temperature 50 celsius, time 48 hour. Yields the product C(C)(=O)O[C@H]1[C@H](OC2=CC=C(C=C2)C#N)SC[C@H]([C@@H]1OC(C)=O)OC(C)=O (4-cyanophenyl 2,3,4-tri-O-acetyl-5-thio-β-D-xylopyranoside). Isolated yield 35.0%. Reaction SMILES: [C:1]([O:4][C@@H:5]1[C@@H:10]([O:11][C:12](=[O:14])[CH3:13])[C@H:9]([O:15][C:16](=[O:18])[CH3:17])[CH2:8][S:7][CH:6]1Br)(=[O:3])[CH3:2].[OH:20][C:21]1[CH:28]=[CH:27][C:24]([C:25]#[N:26])=[CH:23][CH:22]=1>C1(C)C=CC=CC=1.C(#N)C.[O-2].[Zn+2]>[C:1]([O:4][C@@H:5]1[C@@H:10]([O:11][C:12](=[O:14])[CH3:13])[C@H:9]([O:15][C:16](=[O:18])[CH3:17])[CH2:8][S:7][C@H:6]1[O:20][C:21]1[CH:28]=[CH:27][C:24]([C:25]#[N:26])=[CH:23][CH:22]=1)(=[O:3])[CH3:2] |f:4.5|. Reported procedure: A suspension of 0.5 g (1.4.10-3 mol) of 2,3,4-tri-O-acetyl-5-thio-D-xylopyranosyl bromide, 0.25 g (2.1.10-3 mol) of 4-hydroxybenzonitrile and 170 mg (2.1.10-3 mol) of zinc oxide (ZnO) in 4 ml of anhydrous toluene and 4 ml of acetonitrile is stirred at 50° C., under an inert atmosphere, in the presence of a molecular sieve (1 nm), for 48 h. The reaction medium is subsequently filtered on Celite® in ethyl acetate and then washed with a 1N aqueous solution of hydrochloric acid, water, a 1N solution... Starting materials: ClC=1C(=CC(=NC1)CCCOC)C=O (5-chloro-2-(3-methoxy-propyl)-pyridine-4-carbaldehyde), C1(CC1)N (cyclopropylamine), [BH4-].[Na+] (NaBH4). Solvent: CO (MeOH). Reaction conditions: time 8 hour. Yields the product ClC=1C(=CC(=NC1)CCCOC)CNC1CC1 ([5-Chloro-2-(3-methoxy-propyl)-pyridin-4-ylmethyl]-cyclopropyl-amine), ClC=1C(=CC(=NC1)CCCOC)C=NC1CC1 ([5-chloro-2-(3-methoxy-propyl)-pyridin-4-ylmethylene]-cyclopropyl-amine). RXN SMILES: [Cl:1][C:2]1[C:3]([CH:13]=O)=[CH:4][C:5]([CH2:8][CH2:9][CH2:10][O:11][CH3:12])=[N:6][CH:7]=1.[CH:15]1([NH2:18])[CH2:17][CH2:16]1.[BH4-].[Na+]>CO>[Cl:1][C:2]1[C:3]([CH2:13][NH:18][CH:15]2[CH2:17][CH2:16]2)=[CH:4][C:5]([CH2:8][CH2:9][CH2:10][O:11][CH3:12])=[N:6][CH:7]=1.[Cl:1][C:2]1[C:3]([CH:13]=[N:18][CH:15]2[CH2:17][CH2:16]2)=[CH:4][C:5]([CH2:8][CH2:9][CH2:10][O:11][CH3:12])=[N:6][CH:7]=1 |f:2.3|. Procedure details: A mixture of 5-chloro-2-(3-methoxy-propyl)-pyridine-4-carbaldehyde (21.0 g, 98.2 mmol) and cyclopropylamine (13.8 mL, 196 mmol) in MeOH (450 mL) was stirred at rt overnight. NaBH4 (4.83 g, 128 mmol) was added at 0° C., and the mixture was stirred at rt overnight. Ice was added, and the mixture was concentrated under reduced pressure. The crude product was dissolved in EtOAc, and this mixture was washed with aq. 1 M NaOH. The aq. layer was extracted back with EtOAc. The combined org. extracts wer... The reactants are Br, CC(=O)O, COc1nnc2c(NC(C)C)nc3cc(CN4CCOCC4)ccc3n12. The product is CC(C)Nc1nc2cc(CN3CCOCC3)ccc2n2c(=O)[nH]nc12. As a reaction SMILES: [BrH:31].[C:27]([OH:28])(=[O:29])[CH3:30].[CH:1]([CH3:2])([CH3:3])[NH:4][c:5]1[c:6]2[n:7]([c:8]3[cH:9][cH:10][c:11]([CH2:15][N:16]4[CH2:17][CH2:18][O:19][CH2:20][CH2:21]4)[cH:12][c:13]3[n:14]1)[c:22]([O:25][CH3:26])[n:23][n:24]2>>[CH:1]([CH3:2])([CH3:3])[NH:4][c:5]1[c:6]2[n:7]([c:8]3[cH:9][cH:10][c:11]([CH2:15][N:16]4[CH2:17][CH2:18][O:19][CH2:20][CH2:21]4)[cH:12][c:13]3[n:14]1)[c:22](=[O:25])[nH:23][n:24]2. Reactants: NC1=C(C(=O)N(C)OC)C=C(C=N1)C1=CC(=CC=C1)S(NC1CC1)(=O)=O (2-amino-5-(3-cyclopropylsulfamoyl-phenyl)-N-methoxy-N-methyl-nicotinamide), C(C)(C)(C)C1=CC=C(C=C1)[Mg]Br (4-tert Butyl phenyl magnesium bromide). The solvent is C1CCOC1 (THF), C1CCOC1 (THF), C(Cl)Cl (DCM). Yields the product NC1=C(C=C(C=N1)C=1C=C(C=CC1)S(=O)(=O)NC1CC1)C(C1=CC=C(C=C1)C(C)(C)C)=O (3-[6-Amino-5-(4-tert-butyl-benzoyl)-pyridin-3-yl]-N-cyclopropyl-benzenesulfonamide). Reaction SMILES: [NH2:1][C:2]1[N:13]=[CH:12][C:11]([C:14]2[CH:19]=[CH:18][CH:17]=[C:16]([S:20](=[O:26])(=[O:25])[NH:21][CH:22]3[CH2:24][CH2:23]3)[CH:15]=2)=[CH:10][C:3]=1[C:4](N(OC)C)=[O:5].[C:27]([C:31]1[CH:36]=[CH:35][C:34]([Mg]Br)=[CH:33][CH:32]=1)([CH3:30])([CH3:29])[CH3:28]>C1COCC1.C(Cl)Cl>[NH2:1][C:2]1[N:13]=[CH:12][C:11]([C:14]2[CH:15]=[C:16]([S:20]([NH:21][CH:22]3[CH2:23][CH2:24]3)(=[O:25])=[O:26])[CH:17]=[CH:18][CH:19]=2)=[CH:10][C:3]=1[C:4](=[O:5])[C:34]1[CH:35]=[CH:36][C:31]([C:27]([CH3:30])([CH3:29])[CH3:28])=[CH:32][CH:33]=1. Procedure details: A solution of 2-amino-5-(3-cyclopropylsulfamoyl-phenyl)-N-methoxy-N-methyl-nicotinamide (Intermediate GA) (0.08 g, 0.21 mmol) in THF (3 ml) is cooled to 0° C. 2M 4-tert Butyl phenyl magnesium bromide in THF (0.32 ml, 0.64 mmol) is added dropwise, and the resulting solution is stirred and allowed to warm to room temperature overnight. The reaction is quenched with 2M HCl (5 ml). The solvent is removed in vacuo and the residue purified by reverse phase column chromatography (Isolute™ C18, 0-100% M... Starting materials: C(C1=CC=CC=C1)(=S)[S-].[Na+] (Sodium dithiobenzoate), C(C1=CC=CC=C1)(=S)[S-].[Na+] (sodium dithiobenzoate). The reagents and catalysts are [Fe-3](C#N)(C#N)(C#N)(C#N)(C#N)C#N.[K+].[K+].[K+] (Potassium ferricyanide), [Fe-3](C#N)(C#N)(C#N)(C#N)(C#N)C#N.[K+].[K+].[K+] (Potassium ferricyanide). Run in O (water). Yields the product C(C1=CC=CC=C1)(=S)SSC(C1=CC=CC=C1)=S (di(thiobenzoyl)disulfide). As a reaction SMILES: [C:1]([S-:9])(=[S:8])[C:2]1[CH:7]=[CH:6][CH:5]=[CH:4][CH:3]=1.[Na+]>O.[Fe-3](C#N)(C#N)(C#N)(C#N)(C#N)C#N.[K+].[K+].[K+]>[C:1]([S:9][S:9][C:1](=[S:8])[C:2]1[CH:7]=[CH:6][CH:5]=[CH:4][CH:3]=1)(=[S:8])[C:2]1[CH:7]=[CH:6][CH:5]=[CH:4][CH:3]=1 |f:0.1,3.4.5.6|. Reported procedure: Potassium ferricyanide (III) (32.93 g) was dissolved in deionized water (500.0 mL). Sodium dithiobenzoate solution (350.0 mL) was transferred to a 1 L conical flask equipped with a magnetic stir bar. Potassium ferricyanide solution was added drop wise to the sodium dithiobenzoate via an addition funnel over a period of one hour under vigorous stirring. The red precipitate was filtered and washed with deionized water until the washings become colorless. The solid was dried in vacuum at room tempe... Starting materials: [H-].[Na+] (sodium hydride), C(C)(C)(C)OC(=O)N[C@@H]1CN(CC1)S(=O)(=O)C=1C=C2C=CN=CC2=CC1 ((S)-6-{3-(tert-butoxycarbonylamino)pyrrolidin-1-ylsulfonyl}isoquinoline), C(CCC)I (butyl iodide). The solvent is CN(C=O)C (N,N-dimethylformamide). Run at time 30 minute. Yields the product C(C)(C)(C)OC(=O)N(CCCC)[C@@H]1CN(CC1)S(=O)(=O)C=1C=C2C=CN=CC2=CC1 ((S)-6-{3-(N-tert-butoxycarbonyl-N-butylamino)pyrrolidin-1-ylsulfonyl}isoquinoline). As a reaction SMILES: [H-].[Na+].[C:3]([O:7][C:8]([NH:10][C@H:11]1[CH2:15][CH2:14][N:13]([S:16]([C:19]2[CH:20]=[C:21]3[C:26](=[CH:27][CH:28]=2)[CH:25]=[N:24][CH:23]=[CH:22]3)(=[O:18])=[O:17])[CH2:12]1)=[O:9])([CH3:6])([CH3:5])[CH3:4].[CH2:29](I)[CH2:30][CH2:31][CH3:32]>CN(C)C=O>[C:3]([O:7][C:8]([N:10]([C@H:11]1[CH2:15][CH2:14][N:13]([S:16]([C:19]2[CH:20]=[C:21]3[C:26](=[CH:27][CH:28]=2)[CH:25]=[N:24][CH:23]=[CH:22]3)(=[O:18])=[O:17])[CH2:12]1)[CH2:29][CH2:30][CH2:31][CH3:32])=[O:9])([CH3:6])([CH3:4])[CH3:5] |f:0.1|. Procedure details: 265 mg of sodium hydride was added with stirring under ice cooling to an N,N-dimethylformamide (10 mL) solution of 500 mg of (S)-6-{3-(tert-butoxycarbonylamino)pyrrolidin-1-ylsulfonyl}isoquinoline obtained in Step 1 of Example 10. After stirring in this state for 30 minutes, 0.8 mL of butyl iodide was added dropwise to the reaction solution, and the mixture was further stirred for 30 minutes for reaction. The reaction was terminated by the dropwise addition of water in small portions under ice c... The reactants are CO (methanol), CN(C1=CC=CC=C1)C (N,N-dimethylaniline), P(Cl)(Cl)(Cl)(Cl)Cl (phosphorus pentachloride), C(C1=CC=CC=C1)=NN1C(N(CC1)[C@@]1(CN2C([C@H]([C@H]2S1)NC(CC1=CC=CC=C1)=O)=O)C(=O)OCC1=CC=C(C=C1)[N+](=O)[O-])=O ((3R,5R,6R)-3-(3-benzylideneamino-2-oxoimidazolidin-1-yl)-3-(p-nitrobenzyloxycarbonyl)-7-oxo-6-phenylacetamido-4-thia-1-azabicyclo[3.2.0]heptane). The solvent is C(Cl)Cl (methylene chloride), O (water). Run at temperature -60 celsius, time 1 hour. Product: N[C@H]1[C@H]2S[C@](CN2C1=O)(C(=O)OCC1=CC=C(C=C1)[N+](=O)[O-])N1C(N(CC1)N=CC1=CC=CC=C1)=O ((3R,5R,6R)-6-amino-3-(3-benzylideneamino-2-oxoimidazolidin-1-yl)-3-(p-nitrobenzyloxycarbonyl)-7-oxo-4-thia-1-azabicyclo[3.2.0]heptane). The yield is 84.0%. As a reaction SMILES: [CH:1](=[N:8][N:9]1[CH2:13][CH2:12][N:11]([C@@:14]2([C:32]([O:34][CH2:35][C:36]3[CH:41]=[CH:40][C:39]([N+:42]([O-:44])=[O:43])=[CH:38][CH:37]=3)=[O:33])[S:20][C@H:19]3[N:16]([C:17](=[O:31])[C@H:18]3[NH:21]C(=O)CC3C=CC=CC=3)[CH2:15]2)[C:10]1=[O:45])[C:2]1[CH:7]=[CH:6][CH:5]=[CH:4][CH:3]=1.CN(C)C1C=CC=CC=1.P(Cl)(Cl)(Cl)(Cl)Cl.CO>C(Cl)Cl.O>[NH2:21][C@@H:18]1[C:17](=[O:31])[N:16]2[C@@H:19]1[S:20][C@@:14]([N:11]1[CH2:12][CH2:13][N:9]([N:8]=[CH:1][C:2]3[CH:7]=[CH:6][CH:5]=[CH:4][CH:3]=3)[C:10]1=[O:45])([C:32]([O:34][CH2:35][C:36]1[CH:37]=[CH:38][C:39]([N+:42]([O-:44])=[O:43])=[CH:40][CH:41]=1)=[O:33])[CH2:15]2. Procedure: In 132 ml of methylene chloride was dissolved 6.6 g of (3R,5R,6R)-3-(3-benzylideneamino-2-oxoimidazolidin-1-yl)-3-(p-nitrobenzyloxycarbonyl)-7-oxo-6-phenylacetamido-4-thia-1-azabicyclo[3.2.0]heptane. The solution was cooled to -60° C. Thereto were added 4.66 ml of N,N-dimethylaniline and 3.3 g of phosphorus pentachloride. The mixture was stirred at -40° to -20° C. for 1 hour and cooled to -60° C. To the reaction mixture was added 13.8 ml of anhydrous methanol. The temperature of the mixture was ... Starting materials: C1(=CC=CC=C1)C1=CC=C2CC(NC2=C1)=O (6-Phenyl-1,3-dihydro-indol-2-one), O=C1OCCC=2C1=CNC2C=O (4-oxo-2,4,6,7 tetrahydro-pyrano[3,4-c]pyrrole-1-carbaldehyde). Yields the product O=C1NC2=CC(=CC=C2C1=CC1=C2C(=CN1)C(OCC2)=O)C2=CC=CC=C2 (1-(2-Oxo-6-phenyl-1,2-dihydro-indol-3-ylidenemethyl)-6,7-dihydro-2H-pyrano[3,4-c]pyrrol-4-one). Reaction SMILES: [C:1]1([C:7]2[CH:15]=[C:14]3[C:10]([CH2:11][C:12](=[O:16])[NH:13]3)=[CH:9][CH:8]=2)[CH:6]=[CH:5][CH:4]=[CH:3][CH:2]=1.[O:17]=[C:18]1[C:23]2=[CH:24][NH:25][C:26]([CH:27]=O)=[C:22]2[CH2:21][CH2:20][O:19]1>>[O:16]=[C:12]1[C:11](=[CH:27][C:26]2[NH:25][CH:24]=[C:23]3[C:18](=[O:17])[O:19][CH2:20][CH2:21][C:22]=23)[C:10]2[C:14](=[CH:15][C:7]([C:1]3[CH:2]=[CH:3][CH:4]=[CH:5][CH:6]=3)=[CH:8][CH:9]=2)[NH:13]1. Procedure details: 6-Phenyl-1,3-dihydro-indol-2-one was condensed with 4-oxo-2,4,6,7 tetrahydro-pyrano[3,4-c]pyrrole-1-carbaldehyde to give the title compound. Reactants: C(C)C=1N(N=C2C1N=C(NC2=O)C=2C(=NC=C(C2)C#C)OCCC)C2CN(C2)C(=O)OC(C)(C)C (tert-Butyl 3-[3-ethyl-5-(5-ethynyl-2-propoxy-3-pyridinyl)-7-oxo-6,7-dihydro-2H-pyrazolo[4,3-d]pyrimidin-2-yl]-1-azetidinecarboxylate), S(O)(O)(=O)=O (sulphuric acid), mercuric sulphate, CC(=O)C (acetone). The product is C(C)(=O)C=1C=C(C(=NC1)OCCC)C=1NC(C=2C(N1)=C(N(N2)C2CNC2)CC)=O (5-(5-Acetyl-2-propoxy-3-pyridinyl)-2-(3-azetidinyl)-3-ethyl-2,6-dihydro-7H-pyrazolo[4,3-d]pyrimidin-7-one), foam. RXN SMILES: [CH2:1]([C:3]1[N:4]([CH:25]2[CH2:28][N:27](C(OC(C)(C)C)=O)[CH2:26]2)[N:5]=[C:6]2[C:11](=[O:12])[NH:10][C:9]([C:13]3[C:14]([O:21][CH2:22][CH2:23][CH3:24])=[N:15][CH:16]=[C:17](C#C)[CH:18]=3)=[N:8][C:7]=12)[CH3:2].S(=O)(=O)(O)O.[CH3:41][C:42](C)=[O:43]>>[C:42]([C:17]1[CH:18]=[C:13]([C:9]2[NH:10][C:11](=[O:12])[C:6]3[C:7](=[C:3]([CH2:1][CH3:2])[N:4]([CH:25]4[CH2:26][NH:27][CH2:28]4)[N:5]=3)[N:8]=2)[C:14]([O:21][CH2:22][CH2:23][CH3:24])=[N:15][CH:16]=1)(=[O:43])[CH3:41]. Reported procedure: The product from stage g) (1.44 g, 3.0 mmol) in acetone (50 ml) and sulphuric acid (1N, 3 ml) was treated with mercuric sulphate (268 mg, 9.0 mmol) and heated to reflux for 6 h. The reaction mixture was concentrated to ˜20 ml in vacuo, poured into sodium bicarbonate (sat. aq., 20 ml) and extracted into methylene chloride (6×20 ml). Combined organics were washed with brine (20 ml), dried over MgSO4, and concentrated to a brown oil which was taken up in 40% trifluoroacetic acid in methylene chlori...